Task: describe an organic reaction: reactants, conditions, products, and yield. Dataset: the Open Reaction Database (ORD), a public repository of structured organic reaction records Starting materials: O=C(OCC1=CC=CC=C1)C2NCCC2, CC1=CC(C)=C(S(=O)(Cl)=O)C(C)=C1. Reagents/catalysts: O=C([O-])O.[Na+] (NaHCO3). Solvent: O (water), OCCOCCOCCOCCOCCO (PEG400), CC(C)=O (acetone). Reaction conditions: temperature 25 celsius, pressure 100 psi, time 20 minute. Product: Cc1cc(C)c(S(=O)(=O)N2CCCC2C(=O)OCc2ccccc2)c(C)c1. Isolated yield 90.0%. Yields the product COC(=O)C(CCN1CCC(O)(c2ccccc2O)CC1)(c1ccccc1)c1ccccc1. Starting materials: COC(=O)C(CCBr)(c1ccccc1)c1ccccc1, CN(C)C=O, [Na+], [Na+], O=C([O-])[O-], Oc1ccccc1C1(O)CCNCC1. Reaction SMILES: [Br:1][CH2:2][CH2:3][C:4]([C:5](=[O:6])[O:7][CH3:8])([c:9]1[cH:10][cH:11][cH:12][cH:13][cH:14]1)[c:15]1[cH:16][cH:17][cH:18][cH:19][cH:20]1.[CH3:41][N:42]([CH3:43])[CH:44]=[O:45].[Na+:35].[Na+:36].[O-:37][C:38](=[O:39])[O-:40].[OH:21][c:22]1[c:23]([C:28]2([OH:34])[CH2:29][CH2:30][NH:31][CH2:32][CH2:33]2)[cH:24][cH:25][cH:26][cH:27]1>>[CH2:2]([CH2:3][C:4]([C:5](=[O:6])[O:7][CH3:8])([c:9]1[cH:10][cH:11][cH:12][cH:13][cH:14]1)[c:15]1[cH:16][cH:17][cH:18][cH:19][cH:20]1)[N:31]1[CH2:30][CH2:29][C:28]([c:23]2[c:22]([OH:21])[cH:27][cH:26][cH:25][cH:24]2)([OH:34])[CH2:33][CH2:32]1. The reactants are N=O (iminoether), N(C(=N)N)C=1SC=C(N1)CSCCC#N (3-(2-guanidino-thiazol-4-yl-methylthio)-propionitrile), S(=O)(=O)(N)N (sulfamide). Product: C1=C(N=C(S1)NC(=N)N)CSCCC(=N)NS(=O)(=O)N (famotidine). Isolated yield 78.8%. Reaction SMILES: N=O.[NH:3]([C:7]1[S:8][CH:9]=[C:10]([CH2:12][S:13][CH2:14][CH2:15][C:16]#[N:17])[N:11]=1)[C:4]([NH2:6])=[NH:5].[S:18]([NH2:22])([NH2:21])(=[O:20])=[O:19]>>[CH:9]1[S:8][C:7]([NH:3][C:4]([NH2:6])=[NH:5])=[N:11][C:10]=1[CH2:12][S:13][CH2:14][CH2:15][C:16]([NH:21][S:18]([NH2:22])(=[O:20])=[O:19])=[NH:17]. Procedure details: An inproved method is disclosed in the European Patent Application No. 128,736 of the same company, where the chromatographic purification could be avoided only by preparing and using an iminoether base of substantially higher purity. From 3-(2-guanidino-thiazol-4-yl-methylthio)-propionitrile solid iminoether base was prepared with a yield of 78.8%, which was reacted with 2.2 molar equivalents of sulfamide in a methanolic medium, at 20° to 30° C. for three days. The crude product obtained with a... The reactants are O (water), OC1=C(C(=O)OC)C=C(C(=C1)C(=O)OC)O (Dimethyl 2,5-dihydroxyterephthalate), BrCCCCCCCCCCCC (bromododecane), C([O-])([O-])=O.[K+].[K+] (potassium carbonate). Run in CN(C)C=O (N,N′-dimethylformamide). Yields the product C(CCCCCCCCCCC)OCCCCCCCCCCCC (di-dodecyl ether). Isolated yield 280.6%. Reaction SMILES: O[C:2]1[CH:11]=[C:10](C(OC)=O)[C:9](O)=[CH:8][C:3]=1[C:4](OC)=O.Br[CH2:18][CH2:19][CH2:20][CH2:21][CH2:22][CH2:23][CH2:24][CH2:25][CH2:26][CH2:27][CH2:28][CH3:29].[C:30](=[O:33])([O-])[O-].[K+].[K+].O>CN(C=O)C>[CH2:18]([O:33][CH2:30][CH2:11][CH2:2][CH2:3][CH2:4][CH2:2][CH2:11][CH2:10][CH2:9][CH2:8][CH2:3][CH3:4])[CH2:19][CH2:20][CH2:21][CH2:22][CH2:23][CH2:24][CH2:25][CH2:26][CH2:27][CH2:28][CH3:29] |f:2.3.4|. Reported procedure: Dimethyl 2,5-dihydroxyterephthalate (5.00 g), bromododecane (11.6 g) and anhydrous potassium carbonate (7.63 g) were reacted in N,N′-dimethylformamide at 120° C. under nitrogen for six hours. The solution was cooled and poured into water. After filtration and washing, 11.0 g of the di-dodecyl ether was obtained. This was hydrolyzed with sodium hydroxide to the diacid salt, acidified and the diacid chloride formed by reaction of 6.6 g of the diacid with a 100% molar excess of thionyl chloride. Th...